The task is: describe an organic reaction: reactants, conditions, products, and yield. This data is from the Open Reaction Database (ORD), a public repository of structured organic reaction records. Starting materials: Clc1cccc(N2CCNCC2)c1Cl, CC(Cl)Cl, O=CCCCOc1ccc2c(n1)NC(=O)CC2. Yields the product O=C1CCc2ccc(OCCCCN3CCN(c4cccc(Cl)c4Cl)CC3)nc2N1. As a reaction SMILES: [Cl:18][c:19]1[c:20]([N:26]2[CH2:27][CH2:28][NH:29][CH2:30][CH2:31]2)[cH:21][cH:22][cH:23][c:24]1[Cl:25].[Cl:32][CH:33]([Cl:34])[CH3:35].[O:1]=[C:2]1[CH2:3][CH2:4][c:5]2[cH:6][cH:7][c:8]([O:12][CH2:13][CH2:14][CH2:15][CH:16]=[O:17])[n:9][c:10]2[NH:11]1>>[O:1]=[C:2]1[CH2:3][CH2:4][c:5]2[cH:6][cH:7][c:8]([O:12][CH2:13][CH2:14][CH2:15][CH2:16][N:29]3[CH2:28][CH2:27][N:26]([c:20]4[c:19]([Cl:18])[c:24]([Cl:25])[cH:23][cH:22][cH:21]4)[CH2:31][CH2:30]3)[n:9][c:10]2[NH:11]1. Reactants: CN(C)C=O, CC(=O)O, CCOCCl, [H-], O=C1CCCC2=C1C(c1cccc([N+](=O)[O-])c1)C1=C(CCCC1=O)N2, [Na+]. The product is CCOCN1C2=C(C(=O)CCC2)C(c2cccc([N+](=O)[O-])c2)C2=C1CCCC2=O. RXN SMILES: [CH3:1][N:2]([CH3:3])[CH:4]=[O:5].[CH3:38][C:39](=[O:40])[OH:41].[Cl:33][CH2:34][O:35][CH2:36][CH3:37].[H-:31].[N+:6](=[O:7])([O-:8])[c:9]1[cH:10][c:11]([CH:15]2[C:16]3=[C:21]([CH2:20][CH2:19][CH2:18][C:17]3=[O:30])[NH:22][C:23]3=[C:28]2[C:27](=[O:29])[CH2:26][CH2:25][CH2:24]3)[cH:12][cH:13][cH:14]1.[Na+:32]>>[N+:6](=[O:7])([O-:8])[c:9]1[cH:10][c:11]([CH:15]2[C:16]3=[C:21]([CH2:20][CH2:19][CH2:18][C:17]3=[O:30])[N:22]([CH2:34][O:35][CH2:36][CH3:37])[C:23]3=[C:28]2[C:27](=[O:29])[CH2:26][CH2:25][CH2:24]3)[cH:12][cH:13][cH:14]1. The reactants are N1=C(C=CC=C1)SCC1=CC=C(N)C=C1 (4-[(2-pyridinylsulfanyl)methyl]aniline), CN(C)C=O (DMF), S(=O)(Cl)Cl (thionyl chloride), C(CCC)OCCOC1=CC=C(C=C1)C=1C=CC2=C(C=C(CCN2CCC)C(=O)O)C1 (7-[4-(2-butoxyethoxy)phenyl]-1-propyl-2,3-dihydro-1-benzazepine-4-carboxylic acid). Solvent: C1CCOC1 (THF), C(C)N(CC)CC (triethylamine), C1CCOC1 (THF), O (water). Run at time 1 hour. Yields the product C(CCC)OCCOC1=CC=C(C=C1)C=1C=CC2=C(C=C(CCN2CCC)C(=O)NC2=CC=C(C=C2)CSC2=NC=CC=C2)C1 (7-[4-(2-butoxyethoxy)phenyl]-1-propyl-N-[4-[(2-pyridinylsulfanyl)methyl]phenyl]-2,3-dihydro-1-benzazepine-4-carboxamide). The yield is 38.1%. Reaction SMILES: [CH2:1]([O:5][CH2:6][CH2:7][O:8][C:9]1[CH:14]=[CH:13][C:12]([C:15]2[CH:16]=[CH:17][C:18]3[N:24]([CH2:25][CH2:26][CH3:27])[CH2:23][CH2:22][C:21]([C:28](O)=[O:29])=[CH:20][C:19]=3[CH:31]=2)=[CH:11][CH:10]=1)[CH2:2][CH2:3][CH3:4].CN(C=O)C.S(Cl)(Cl)=O.[N:41]1[CH:46]=[CH:45][CH:44]=[CH:43][C:42]=1[S:47][CH2:48][C:49]1[CH:55]=[CH:54][C:52]([NH2:53])=[CH:51][CH:50]=1>C1COCC1.O.C(N(CC)CC)C>[CH2:1]([O:5][CH2:6][CH2:7][O:8][C:9]1[CH:10]=[CH:11][C:12]([C:15]2[CH:16]=[CH:17][C:18]3[N:24]([CH2:25][CH2:26][CH3:27])[CH2:23][CH2:22][C:21]([C:28]([NH:53][C:52]4[CH:54]=[CH:55][C:49]([CH2:48][S:47][C:42]5[CH:43]=[CH:44][CH:45]=[CH:46][N:41]=5)=[CH:50][CH:51]=4)=[O:29])=[CH:20][C:19]=3[CH:31]=2)=[CH:13][CH:14]=1)[CH2:2][CH2:3][CH3:4]. Procedure details: 7-[4-(2-butoxyethoxy)phenyl]-1-propyl-2,3-dihydro-1-benzazepine-4-carboxylic acid (1.0 g) was dissolved in THF (20 ml), DMF (2 droplets) was added to the solution, thionyl chloride (0.34 ml) was added to the solution, and the solution was stirred at room temperature for 1 hour. The solution was added dropwise to the solution of 4-[(2-pyridinylsulfanyl)methyl]aniline (0.56 g) and triethylamine (1.97 ml) in THF (20 ml) under ice-cooling at room temperature and the mixture was stirred for 2 hours. ... Starting materials: CC1=C(N)C=C(C(=C1)C1CCC2(OCCO2)CC1)C (2,5-dimethyl-4-(1,4-dioxaspiro[4.5]decan-8-yl)aniline), ClC1=NC=C(C(=N1)NC1=NNC(=C1)C)C(F)(F)F (2-chloro-N-(5-methyl-1H-pyrazol-3-yl)-5-(trifluoromethyl)pyrimidin-4-amine), Cl (HCl), CO (MeOH), Cl (HCl). Solvent: CC(C)O (i-PrOH). Reaction conditions: temperature 125 celsius. The product is CC1=C(C=C(C(=C1)NC1=NC=C(C(=N1)NC1=NNC(=C1)C)C(F)(F)F)C)C1CCC(CC1)=O (4-(2,5-dimethyl-4-(4-(5-methyl-1H-pyrazol-3-ylamino)-5-(trifluoromethyl)pyrimidin-2-ylamino)phenyl)cyclohexanone). As a reaction SMILES: [CH3:1][C:2]1[CH:8]=[C:7]([CH:9]2[CH2:18][CH2:17][C:12]3([O:16]CCO3)[CH2:11][CH2:10]2)[C:6]([CH3:19])=[CH:5][C:3]=1[NH2:4].Cl[C:21]1[N:26]=[C:25]([NH:27][C:28]2[CH:32]=[C:31]([CH3:33])[NH:30][N:29]=2)[C:24]([C:34]([F:37])([F:36])[F:35])=[CH:23][N:22]=1.Cl.CO>CC(O)C>[CH3:19][C:6]1[CH:5]=[C:3]([NH:4][C:21]2[N:26]=[C:25]([NH:27][C:28]3[CH:32]=[C:31]([CH3:33])[NH:30][N:29]=3)[C:24]([C:34]([F:35])([F:37])[F:36])=[CH:23][N:22]=2)[C:2]([CH3:1])=[CH:8][C:7]=1[CH:9]1[CH2:10][CH2:11][C:12](=[O:16])[CH2:17][CH2:18]1. Procedure details: A mixture of 2,5-dimethyl-4-(1,4-dioxaspiro[4.5]decan-8-yl)aniline (111.3 mg, 0.43 mmol), 2-chloro-N-(5-methyl-1H-pyrazol-3-yl)-5-(trifluoromethyl)pyrimidin-4-amine (119.6 mg, 0.43 mmol), HCl (4 N in water, 0.11 mL, 0.43 mmol) in i-PrOH (4.0 mL) was heated at 125° C. in an oil bath over night. The reaction mixture was concentrated in vacuo. The crude product was dissolved in THF (2 mL), MeOH (1 mL) and HCl (4N in water, 0.11 mL, 0.43 mmol), and stirred at room temperature for 2 h. The reaction m... The reactants are [BH4-], CO, COC(=O)C1(CCCCl)Sc2cc(OC)ccc2CCC1=O, [Na+], C1CCOC1, O. Yields the product COC(=O)C1(CCCCl)Sc2cc(OC)ccc2CCC1O. RXN SMILES: [BH4-:23].[CH3:26][OH:27].[Cl:1][CH2:2][CH2:3][CH2:4][C:5]1([C:19](=[O:20])[O:21][CH3:22])[S:6][c:7]2[c:8]([cH:13][cH:14][c:15]([O:17][CH3:18])[cH:16]2)[CH2:9][CH2:10][C:11]1=[O:12].[Na+:24].[O:28]1[CH2:29][CH2:30][CH2:31][CH2:32]1.[OH2:25]>>[Cl:1][CH2:2][CH2:3][CH2:4][C:5]1([C:19](=[O:20])[O:21][CH3:22])[S:6][c:7]2[c:8]([cH:13][cH:14][c:15]([O:17][CH3:18])[cH:16]2)[CH2:9][CH2:10][CH:11]1[OH:12]. Starting materials: COC(C)(C)C, CI, CC(C)OC(=O)N1CCC(ON=C2CCN(c3cc(F)c(CO)cc3F)CC2)CC1, [H-], [Na+], CN(C)C=O. The product is COCc1cc(F)c(N2CCC(=NOC3CCN(C(=O)OC(C)C)CC3)CC2)cc1F. Reaction SMILES: [C:35]([O:36][CH3:37])([CH3:38])([CH3:39])[CH3:40].[CH3:33][I:34].[CH:3]([CH3:4])([CH3:5])[O:6][C:7](=[O:8])[N:9]1[CH2:10][CH2:11][CH:12]([O:15][N:16]=[C:17]2[CH2:18][CH2:19][N:20]([c:23]3[c:24]([F:32])[cH:25][c:26]([CH2:30][OH:31])[c:27]([F:29])[cH:28]3)[CH2:21][CH2:22]2)[CH2:13][CH2:14]1.[H-:2].[Na+:1].[O:41]=[CH:42][N:43]([CH3:44])[CH3:45]>>[CH:3]([CH3:4])([CH3:5])[O:6][C:7](=[O:8])[N:9]1[CH2:10][CH2:11][CH:12]([O:15][N:16]=[C:17]2[CH2:18][CH2:19][N:20]([c:23]3[c:24]([F:32])[cH:25][c:26]([CH2:30][O:31][CH3:35])[c:27]([F:29])[cH:28]3)[CH2:21][CH2:22]2)[CH2:13][CH2:14]1. Starting materials: CC(C)(CC=1C=CC=CC1)N (phentermine), S(O)(O)(=O)=O (sulfuric acid), O (water), [N+](=O)(O)[O-] (nitric acid). Run in C(Cl)(Cl)Cl (chloroform). Reaction conditions: temperature 0 celsius, time 2 hour. Yields the product CC(CC1=CC=C(C=C1)[N+](=O)[O-])(C)N (N-(1,1-dimethyl-2-(4-nitrophenyl)ethyl)amine). Yield: 28.0%. Reaction SMILES: [CH3:1][C:2]([NH2:11])([CH2:4][C:5]1[CH:6]=[CH:7][CH:8]=[CH:9][CH:10]=1)[CH3:3].S(=O)(=O)(O)O.[N+:17]([O-])([OH:19])=[O:18].O>C(Cl)(Cl)Cl>[CH3:3][C:2]([NH2:11])([CH3:1])[CH2:4][C:5]1[CH:6]=[CH:7][C:8]([N+:17]([O-:19])=[O:18])=[CH:9][CH:10]=1. Procedure: A solution of phentermine (1.0 g) in chloroform (20 ml) was added dropwise to sulfuric acid (3.57 ml) at 0° C.; then fuming nitric acid (specific gravity=1.52; 2.8 ml) was added dropwise at 0° C. The reaction mixture was stirred at 0° C. for 2 h, made alkaline with water and a 2 N aqueous sodium hydroxide solution and extracted with ethyl acetate. The organic layer was washed with a saturated aqueous sodium chloride solution, dried with anhydrous sodium sulfate and concentrated under reduced pre...